Dataset: the Open Reaction Database (ORD), a public repository of structured organic reaction records. Task: describe an organic reaction: reactants, conditions, products, and yield The reactants are C(C1=CC=CC=C1)(C1=CC=CC=C1)NC(P(O)O)C=1SC=CC1 (1-benzhydrylamino-1-(2-thienyl)-methanephosphonous acid), C(C1=CC=CC=C1)(C1=CC=CC=C1)NC(C(C)C)P(O)O (1-benzhydrylamino-2-methylpropanephosphonous acid). The product is NC(P(O)O)C=1SC=CC1 (1-amino-1-(thien-2-yl)-methanephosphonous acid). Reaction SMILES: C([NH:14][CH:15]([C:19]1[S:20][CH:21]=[CH:22][CH:23]=1)[P:16]([OH:18])[OH:17])(C1C=CC=CC=1)C1C=CC=CC=1.C(NC(P(O)O)C(C)C)(C1C=CC=CC=1)C1C=CC=CC=1>>[NH2:14][CH:15]([C:19]1[S:20][CH:21]=[CH:22][CH:23]=1)[P:16]([OH:18])[OH:17]. Procedure details: The procedure described in Example 36B was repeated using DL-1-benzhydrylamino-1-(2-thienyl)-methanephosphonous acid instead of DL-1-benzhydrylamino-2-methylpropanephosphonous acid to give DL-1-amino-1-(thien-2-yl)-methanephosphonous acid, melting point 229°-230°. The product is O=C(CCl)Nc1ccc(C(=O)N2CCN(CCc3ccc(Cl)cc3)CC2)cc1. The reactants are [Cl-], O=C(CCl)Nc1ccc(C(=O)O)cc1, Clc1ccc(CCN2CCNCC2)cc1, C1CCOC1. RXN SMILES: [Cl-:16].[Cl:17][CH2:18][C:19](=[O:20])[NH:21][c:22]1[cH:23][cH:24][c:25]([C:26](=[O:27])[OH:28])[cH:29][cH:30]1.[Cl:1][c:2]1[cH:3][cH:4][c:5]([CH2:8][CH2:9][N:10]2[CH2:11][CH2:12][NH:13][CH2:14][CH2:15]2)[cH:6][cH:7]1.[O:31]1[CH2:32][CH2:33][CH2:34][CH2:35]1>>[Cl:1][c:2]1[cH:3][cH:4][c:5]([CH2:8][CH2:9][N:10]2[CH2:11][CH2:12][N:13]([C:26]([c:25]3[cH:24][cH:23][c:22]([NH:21][C:19]([CH2:18][Cl:17])=[O:20])[cH:30][cH:29]3)=[O:27])[CH2:14][CH2:15]2)[cH:6][cH:7]1.